From a dataset of the Open Reaction Database (ORD), a public repository of structured organic reaction records. describe an organic reaction: reactants, conditions, products, and yield The reactants are IC1=NN(C2=NC=NC(=C21)N)[C@@H]2CC[C@H](CC2)N2CCN(CC2)C (trans-3-iodo-1-[4-(4-methylpiperazino)cyclohexyl]-1H-pyrazolo[3,4-d]pyrimidin-4-amine), FC1=C(C=CC(=C1)B1OC(C(O1)(C)C)(C)C)NC=1OC2=C(N1)C=CC=C2 (N2-[2-fluoro-4-(4,4,5,5-tetramethyl-1,3,2-dioxaborolan-2-yl)phenyl]-1,3-benzoxazol-2-amine). Product: NC1=C2C(=NC=N1)N(N=C2C2=CC(=C(C=C2)NC=2OC1=C(N2)C=CC=C1)F)[C@@H]1CC[C@H](CC1)N1CCN(CC1)C (Trans-N2-(4-{4-amino-1-[4-(4-methylpiperazino)cyclohexyl]-1H-pyrazolo[3,4-d]pyrimidin-3-yl}-2-fluorophenyl)-1,3-benzoxazol-2-amine), powder. Yield: 43.0%. As a reaction SMILES: I[C:2]1[C:10]2[C:5](=[N:6][CH:7]=[N:8][C:9]=2[NH2:11])[N:4]([C@H:12]2[CH2:17][CH2:16][C@H:15]([N:18]3[CH2:23][CH2:22][N:21]([CH3:24])[CH2:20][CH2:19]3)[CH2:14][CH2:13]2)[N:3]=1.[F:25][C:26]1[CH:31]=[C:30](B2OC(C)(C)C(C)(C)O2)[CH:29]=[CH:28][C:27]=1[NH:41][C:42]1[O:43][C:44]2[CH:50]=[CH:49][CH:48]=[CH:47][C:45]=2[N:46]=1>>[NH2:11][C:9]1[N:8]=[CH:7][N:6]=[C:5]2[N:4]([C@H:12]3[CH2:17][CH2:16][C@H:15]([N:18]4[CH2:23][CH2:22][N:21]([CH3:24])[CH2:20][CH2:19]4)[CH2:14][CH2:13]3)[N:3]=[C:2]([C:30]3[CH:29]=[CH:28][C:27]([NH:41][C:42]4[O:43][C:44]5[CH:50]=[CH:49][CH:48]=[CH:47][C:45]=5[N:46]=4)=[C:26]([F:25])[CH:31]=3)[C:10]=12. Reported procedure: Trans-N2-(4-{4-amino-1-[4-(4-methylpiperazino)cyclohexyl]-1H-pyrazolo[3,4-d]pyrimidin-3-yl}-2-fluorophenyl)-1,3-benzoxazol-2-amine was prepared from trans-3-iodo-1-[4-(4-methylpiperazino)cyclohexyl]-1H-pyrazolo[3,4-d]pyrimidin-4-amine (0.100 g, 0.227 mmol) and N2-[2-fluoro-4-(4,4,5,5-tetramethyl-1,3,2-dioxaborolan-2-yl)phenyl]-1,3-benzoxazol-2-amine (0.151 g, 0.425 mmol) in a manner similar to that used for the cis-isomer. The compound was formed as a white powder (0.053 g, 43%). Starting materials: FC1=C(C=CC(=C1)F)[C@]1(OC1)[C@@H](C)N1N=NC=C1 ((2S)-2-(2,4-difluorophenyl)-2-[(1R)-1-(1H-1,2,3-triazol-1-yl) ethyl]oxirane), [H-].[Na+] (sodium hydride), N1N=CN=C1 (1H-1,2,4-Triazole), O (water). The solvent is CN(C=O)C (dimethylformamide), oil, CN(C=O)C (dimethylformamide), C(C)(=O)OCC (ethyl acetate). Conditions: time 10 minute. Yields the product FC1=C(C=CC(=C1)F)[C@@](CN1N=CN=C1)([C@@H](C)N1N=NC=C1)O ((2R,3R)-2-(2,4-Difluorophenyl)-1-(1H-1,2,4-triazol-1-yl)-3-(1H-1,2,3-triazol-1-yl)-2-butanol). Reaction SMILES: [NH:1]1[CH:5]=[N:4][CH:3]=[N:2]1.[H-].[Na+].[F:8][C:9]1[CH:14]=[C:13]([F:15])[CH:12]=[CH:11][C:10]=1[C@:16]1([C@H:19]([N:21]2[CH:25]=[CH:24][N:23]=[N:22]2)[CH3:20])[CH2:18][O:17]1.O>CN(C)C=O.C(OCC)(=O)C>[F:8][C:9]1[CH:14]=[C:13]([F:15])[CH:12]=[CH:11][C:10]=1[C@:16]([OH:17])([C@H:19]([N:21]1[CH:25]=[CH:24][N:23]=[N:22]1)[CH3:20])[CH2:18][N:1]1[CH:5]=[N:4][CH:3]=[N:2]1 |f:1.2|. Reported procedure: 1H-1,2,4-Triazole (63 mg) was added under ice-cooling to a dispersion of 60% sodium hydride in oil (36 mg) in dimethylformamide (1.5 ml) and the resulting mixture was stirred for 10 minutes at room temperature. To the mixture was added a solution of (2S)-2-(2,4-difluorophenyl)-2-[(1R)-1-(1H-1,2,3-triazol-1-yl) ethyl]oxirane (116 mg) in dimethylformamide (0.8 ml), followed by heating for 5 hours at 50° C. and cooling. Cold water (10 ml) and ethyl acetate (20 ml) were added to the reaction mixture...